This data is from the Open Reaction Database (ORD), a public repository of structured organic reaction records. The task is: describe an organic reaction: reactants, conditions, products, and yield Reactants: CS(=O)(=O)C1=CC=C(N)C=C1 (4-(methylsulfonyl)aniline), C[Al](C)C (trimethylaluminum), FC=1C=C(C#N)C=CC1OC (3-fluoro-4-methoxybenzonitrile). Solvent: C1(=CC=CC=C1)C (toluene), C1(=CC=CC=C1)C (toluene), C(Cl)(Cl)Cl (chloroform). Run at time 2.5 hour. The product is FC=1C=C(C=CC1OC)C(NC1=CC=C(C=C1)S(=O)(=O)C)=N (3-fluoro-4-methoxy-N-[4-(methylsulfonyl)phenyl]benzenecarboximidamide). RXN SMILES: [CH3:1][S:2]([C:5]1[CH:11]=[CH:10][C:8]([NH2:9])=[CH:7][CH:6]=1)(=[O:4])=[O:3].C[Al](C)C.[F:16][C:17]1[CH:18]=[C:19]([CH:22]=[CH:23][C:24]=1[O:25][CH3:26])[C:20]#[N:21]>C1(C)C=CC=CC=1.C(Cl)(Cl)Cl>[F:16][C:17]1[CH:18]=[C:19]([C:20](=[NH:21])[NH:9][C:8]2[CH:10]=[CH:11][C:5]([S:2]([CH3:1])(=[O:3])=[O:4])=[CH:6][CH:7]=2)[CH:22]=[CH:23][C:24]=1[O:25][CH3:26]. Procedure details: To a suspension of 4-(methylsulfonyl)aniline (2.82 g, 16.5 mmol) in toluene (150 mL), trimethylaluminum (2M solution in toluene, 12.5 mL, 24.7 mmol) was added over 15 minutes. The reaction mixture was warmed to room temperature and stirred for 2.5 hours. A solution of 3-fluoro-4-methoxybenzonitrile (5 g, 33 mmol) in toluene (100 mL) was added over 10 minutes and the reaction mixture was heated to 80°-85° C. After 20 hours, the reaction mixture was cooled to room temperature and poured over a slu... Starting materials: Cl (hydrochloric acid), COC(=O)C=1N=C(C2=CC(=CC=C2C1O)OC1=CC=CC=C1)C#N (1-Cyano-4-hydroxy-7-phenoxy-isoquinoline-3-carboxylic acid methyl ester), N[C@@H](CC(=O)O)C1=C(C=CC=C1)F (3-(S)-amino-3-(2-fluoro-phenyl)-propionic acid), C[O-].[Na+] (sodium methoxide). The solvent is O (water), CN(C(C)=O)C (N,N-dimethylacetamide). Conditions: temperature 150 celsius. Product: C(#N)C1=NC(=C(C2=CC=C(C=C12)OC1=CC=CC=C1)O)C(=O)N[C@@H](CC(=O)O)C1=C(C=CC=C1)F (3-(S)-[(1-Cyano-4-hydroxy-7-phenoxy-isoquinoline-3-carbonyl)-amino]-3-(2-fluoro-phenyl)-propionic acid). The yield is 91.0%. Reaction SMILES: CO[C:3]([C:5]1[N:6]=[C:7]([C:23]#[N:24])[C:8]2[C:13]([C:14]=1[OH:15])=[CH:12][CH:11]=[C:10]([O:16][C:17]1[CH:22]=[CH:21][CH:20]=[CH:19][CH:18]=1)[CH:9]=2)=[O:4].[NH2:25][C@H:26]([C:31]1[CH:36]=[CH:35][CH:34]=[CH:33][C:32]=1[F:37])[CH2:27][C:28]([OH:30])=[O:29].C[O-].[Na+].Cl>O.CN(C)C(=O)C>[C:23]([C:7]1[C:8]2[C:13](=[CH:12][CH:11]=[C:10]([O:16][C:17]3[CH:22]=[CH:21][CH:20]=[CH:19][CH:18]=3)[CH:9]=2)[C:14]([OH:15])=[C:5]([C:3]([NH:25][C@H:26]([C:31]2[CH:36]=[CH:35][CH:34]=[CH:33][C:32]=2[F:37])[CH2:27][C:28]([OH:30])=[O:29])=[O:4])[N:6]=1)#[N:24] |f:2.3|. Procedure: 1-Cyano-4-hydroxy-7-phenoxy-isoquinoline-3-carboxylic acid methyl ester (50 mg, 0.156 mmol) was combined in an oven-dried flask with 3-(S)-amino-3-(2-fluoro-phenyl)-propionic acid (86 mg, 0.468 mmol) (commercially available from Combi-Blocks SS-1800) and N,N-dimethylacetamide (1.5 mL) was added with stirring. Solid sodium methoxide (25 mg, 0.468 mmol) was added and the reaction was heated to 150° C. in an oil bath for approximately five hours. The reaction was cooled and the solution diluted wit...